Dataset: the Open Reaction Database (ORD), a public repository of structured organic reaction records. Task: describe an organic reaction: reactants, conditions, products, and yield Reactants: [H-].[Na+] (Sodium hydride), CN1C(C=2NC3=CC=C(C=C3C2CC1)C)C1=CC=CC=C1 (2,6-Dimethyl-1-phenyl-2,3,4,9-tetrahydro-1H-β-carboline), CC1(OC1)C=1C=NC=CC1 (3-(2-Methyl-oxiranyl)-pyridine). The solvent is CN(C)C=O (DMF), CN(C)C=O (DMF). Run at time 30 minute. Yields the product CN1C(C=2N(C3=CC=C(C=C3C2CC1)C)CC(C)(O)C=1C=NC=CC1)C1=CC=CC=C1 (1-(2,6-dimethyl-1-phenyl-1,2,3,4-tetrahydro-β-carbolin-9-yl)-2-pyridin-3-yl-propan-2-ol). Isolated yield 27.0%. Reaction SMILES: [CH3:1][N:2]1[CH2:14][CH2:13][C:12]2[C:11]3[C:6](=[CH:7][CH:8]=[C:9]([CH3:15])[CH:10]=3)[NH:5][C:4]=2[CH:3]1[C:16]1[CH:21]=[CH:20][CH:19]=[CH:18][CH:17]=1.[H-].[Na+].[CH3:24][C:25]1([C:28]2[CH:29]=[N:30][CH:31]=[CH:32][CH:33]=2)[CH2:27][O:26]1>CN(C=O)C>[CH3:1][N:2]1[CH2:14][CH2:13][C:12]2[C:11]3[C:6](=[CH:7][CH:8]=[C:9]([CH3:15])[CH:10]=3)[N:5]([CH2:24][C:25]([C:28]3[CH:29]=[N:30][CH:31]=[CH:32][CH:33]=3)([OH:26])[CH3:27])[C:4]=2[CH:3]1[C:16]1[CH:21]=[CH:20][CH:19]=[CH:18][CH:17]=1 |f:1.2|. Reported procedure: 2,6-Dimethyl-1-phenyl-2,3,4,9-tetrahydro-1H-β-carboline (300 mg, 1.08 mmol) was dissolved in DMF (4 mL). Sodium hydride (172 mg, 4.32 mmol) was added and the mixture was stirred at RT for 30 min. 3-(2-Methyl-oxiranyl)-pyridine (733 mg, 5.43 mmol) in 1 mL DMF was added dropwise into the reaction mixture, which was stirred for 5 h at RT. The reaction was monitored by TLC and LCMS. After consumption of starting material, the reaction was quenched with ice and extracted with EtOAc (2×100 mL). The or... Starting materials: CC1(OC2C(O1)C(CC2CO)N2N=NC1=C2N=C(N=C1NC1C(C1)C1=CC=CC=C1)SCCC)C (Tetrahydro-2,2-dimethyl-6-[7-[(2-phenylcyclopropyl)amino]-5-(propylthio)-3H-1,2,3-triazolo[4,5-d]pyrimidin-3-yl]-4H-cyclopenta-1,3-dioxole-4methanol). Run in CO (methanol), Cl (HCl). Yields the product OCC1C(C(C(C1)N1N=NC2=C1N=C(N=C2NC2C(C2)C2=CC=CC=C2)SCCC)O)O (3-(Hydroxymethyl)-5-[7-[(2-phenylcyclopropyl)amino]-5-(propylthio)-3H-1,2,3-triazolo[4,5-d]pyrimidin-3-yl]-cyclopentane-1,2-diol). RXN SMILES: CC1(C)[O:6][CH:5]2[CH:7]([N:12]3[C:16]4[N:17]=[C:18]([S:31][CH2:32][CH2:33][CH3:34])[N:19]=[C:20]([NH:21][CH:22]5[CH2:24][CH:23]5[C:25]5[CH:30]=[CH:29][CH:28]=[CH:27][CH:26]=5)[C:15]=4[N:14]=[N:13]3)[CH2:8][CH:9]([CH2:10][OH:11])[CH:4]2[O:3]1>CO.Cl>[OH:11][CH2:10][CH:9]1[CH2:8][CH:7]([N:12]2[C:16]3[N:17]=[C:18]([S:31][CH2:32][CH2:33][CH3:34])[N:19]=[C:20]([NH:21][CH:22]4[CH2:24][CH:23]4[C:25]4[CH:30]=[CH:29][CH:28]=[CH:27][CH:26]=4)[C:15]=3[N:14]=[N:13]2)[CH:5]([OH:6])[CH:4]1[OH:3]. Reported procedure: A solution of the product from step (a) (18.5 g) in methanol (1 L) and 2N HCl (150 ml) was stirred at room temperature for 2 hours and concentrated in vacuo. Water (500 ml) was added and the product was collected by filtration and dried (16.7 g). Starting materials: ( 31 ), FC(C(=O)C1=C(C(=CC=C1)C1CCNCC1)F)(F)F (2,2,2-trifluoro-1-(2-fluoro-3-piperidin-4-ylphenyl)ethanone), ( 82 ), C([O-])([O-])=O.[K+].[K+] (potassium carbonate), C(C=C)Br (allylbromide), ( 36 ). The solvent is C(C)#N (acetonitrile). The product is C(C=C)N1CCC(CC1)C=1C(=C(C=CC1)C(C(F)(F)F)=O)F (1-[3-(1-ALLYLPIPERIDIN-4-YL)-2-FLUOROPHENYL]-2,2,2-TRIFLUOROETHANONE). RXN SMILES: [F:1][C:2]([F:19])([F:18])[C:3]([C:5]1[CH:10]=[CH:9][CH:8]=[C:7]([CH:11]2[CH2:16][CH2:15][NH:14][CH2:13][CH2:12]2)[C:6]=1[F:17])=[O:4].C(=O)([O-])[O-].[K+].[K+].[CH2:26](Br)[CH:27]=[CH2:28]>C(#N)C>[CH2:28]([N:14]1[CH2:15][CH2:16][CH:11]([C:7]2[C:6]([F:17])=[C:5]([C:3](=[O:4])[C:2]([F:1])([F:18])[F:19])[CH:10]=[CH:9][CH:8]=2)[CH2:12][CH2:13]1)[CH:27]=[CH2:26] |f:1.2.3|. Reported procedure: Preparation according to Example 1: 2,2,2-trifluoro-1-(2-fluoro-3-piperidin-4-ylphenyl)ethanone (0.01 g), acetonitrile (2 ml), potassium carbonate (0.01 g) and allylbromide (0.01 g). MS m/z (rel. intensity, 70 eV) 315 (M+, 60), 314 (82), 288 (bp), 286 (31), 96 (36). Starting materials: C(=O)C1=CC=C(S1)OC1=CC=C(C#N)C=C1 (4-(5-formyl-thiophen-2-yloxy)-benzonitrile), [BH4-].[Na+] (sodium borohydride), C(OC)(OC)OC ((MeO)3CH), C(CC1=CC=CC=C1)N (phenethyl amine). Run in CO (methanol). Reaction conditions: time 3 hour. Yields the product C(CC1=CC=CC=C1)NCC1=CC=C(S1)OC1=CC=C(C#N)C=C1 (4-[5-(Phenethylamino-methyl)-thiophen-2-yloxy]-benzonitrile). Isolated yield 48.0%. RXN SMILES: [CH:1]([C:3]1[S:7][C:6]([O:8][C:9]2[CH:16]=[CH:15][C:12]([C:13]#[N:14])=[CH:11][CH:10]=2)=[CH:5][CH:4]=1)=O.C(OC)(OC)OC.[CH2:24]([NH2:32])[CH2:25][C:26]1[CH:31]=[CH:30][CH:29]=[CH:28][CH:27]=1.[BH4-].[Na+]>CO>[CH2:24]([NH:32][CH2:1][C:3]1[S:7][C:6]([O:8][C:9]2[CH:16]=[CH:15][C:12]([C:13]#[N:14])=[CH:11][CH:10]=2)=[CH:5][CH:4]=1)[CH2:25][C:26]1[CH:31]=[CH:30][CH:29]=[CH:28][CH:27]=1 |f:3.4|. Procedure: Combine 4-(5-formyl-thiophen-2-yloxy)-benzonitrile (200 mg, 0.87 mmol), (MeO)3CH (1.2 mL), phenethyl amine (0.142 mL, 130 mol %) and methanol (1.7 mL). Stir the resulting mixture for 3 hours, and then add sodium borohydride in portions. Stir for few hours. Then, concentrate to remove the methanol. Partition the resulting residue between H2O (5 mL) and CH2Cl2 (7 ml). Dry the organic layer over sodium sulfate, filter and concentrate. Purify the product through flash chromatography [CH2Cl2/Ammonia ... The reactants are S1C(=CC=C1)C(=O)[O-].[Na+] (sodium 2-thiophenecarboxylate), [Cl-].[Eu+3].[Cl-].[Cl-] (europium chloride), Cl (hydrochloric acid). Solvent: O (water). Yields the product S1C(=CC=C1)C(=O)[O-].[Eu+3].S1C(=CC=C1)C(=O)[O-].S1C(=CC=C1)C(=O)[O-] (europium 2-thiophenecarboxylate). RXN SMILES: [Cl-].[Eu+3:2].[Cl-].[Cl-].[S:5]1[CH:9]=[CH:8][CH:7]=[C:6]1[C:10]([O-:12])=[O:11].[Na+].Cl>O>[S:5]1[CH:9]=[CH:8][CH:7]=[C:6]1[C:10]([O-:12])=[O:11].[Eu+3:2].[S:5]1[CH:9]=[CH:8][CH:7]=[C:6]1[C:10]([O-:12])=[O:11].[S:5]1[CH:9]=[CH:8][CH:7]=[C:6]1[C:10]([O-:12])=[O:11] |f:0.1.2.3,4.5,8.9.10.11|. Procedure details: A sodium 2-thiophenecarboxylate aqueous solution was obtained by dissolving 1.64 g of sodium hydroxide in 300 ml of purified water and then under stirring, adding 5.25 g of 2-thiophenecarboxylic acid (purity 99%; conjugate number=3) in the resultant aqueous solution until thorough solution. Then, a europium chloride aqueous solution obtained by thoroughly dissolving 5.0 g of europium chloride (EuCl3.6H2O; purity 99.99%) in 50 ml of purified water was gradually added while under stirring to the a...